From a dataset of the Open Reaction Database (ORD), a public repository of structured organic reaction records. describe an organic reaction: reactants, conditions, products, and yield The solvent is CN(C)C=O (DMF), C(CCl)Cl (EDC), O (water). Reported procedure: 0.58 g 1-Hydroxybenzotriazole hydrate, 0.75 ml diisopropylethylamin (DIPEA) and 0.82 g EDC successively were added to a solution of 2-(1,3-benzothiazol-2-yl)benzoic acid (1.0 g, 3.90 mmol) in a mixture of 1.5 ml DMF und 20 ml THF at 5° C., and stirred at 5° C. for 1 hour. 3-Amino-2-hydroxy-4-phenylbutanamide (0.8 g, 3.9 mmol) was added, and the reaction mixture stirred for 1 hour at 5° C. and then over night at room temperature. For work up water was added under cooling, the precipitate formed f... The product is NC(C(C(CC1=CC=CC=C1)NC(=O)C=1C(=NC=CC1)C=1SC2=C(N1)C=CC=C2)O)=O (N-(4-Amino-3-hydroxy-4-oxo-1-phenylbutan-2-yl)-2-(1,3-benzothiazol-2-yl)pyridine-3-carboxamide). Yield: 81.2%. Reaction SMILES: O.O[N:3]1C2C=CC=CC=2N=N1.C(N(C(C)C)CC)(C)C.[S:21]1[C:25]2[CH:26]=[CH:27][CH:28]=[CH:29][C:24]=2[N:23]=[C:22]1[C:30]1C=[CH:37][CH:36]=[CH:35][C:31]=1[C:32]([OH:34])=O.[NH2:39][CH:40]([CH2:46][C:47]1[CH:52]=[CH:51][CH:50]=[CH:49][CH:48]=1)[CH:41]([OH:45])[C:42]([NH2:44])=[O:43]>CN(C=O)C.O.C(Cl)CCl>[NH2:44][C:42](=[O:43])[CH:41]([OH:45])[CH:40]([NH:39][C:32]([C:31]1[C:30]([C:22]2[S:21][C:25]3[CH:26]=[CH:27][CH:28]=[CH:29][C:24]=3[N:23]=2)=[N:3][CH:37]=[CH:36][CH:35]=1)=[O:34])[CH2:46][C:47]1[CH:52]=[CH:51][CH:50]=[CH:49][CH:48]=1 |f:0.1|. Starting materials: NC(C(C(=O)N)O)CC1=CC=CC=C1 (3-Amino-2-hydroxy-4-phenylbutanamide), O.ON1N=NC2=C1C=CC=C2 (1-Hydroxybenzotriazole hydrate), C(C)(C)N(CC)C(C)C (diisopropylethylamin), S1C(=NC2=C1C=CC=C2)C2=C(C(=O)O)C=CC=C2 (2-(1,3-benzothiazol-2-yl)benzoic acid). Reaction conditions: temperature 5 celsius, time 1 hour. Reactants: Intermediate 59, ClC=1C(N(N=CC1Cl)C1OCCCC1)=O (4,5-dichloro-2-(tetrahydropyran-2-yl)-2H-pyridazin-3-one), COC(C(CC1CCCC1)Br)=O (2-bromo-3-cyclopentyl-propionic acid methyl ester), C1(CCCC1)O (cyclopentanol), ClC=1C(N(N=CC1Cl)C1OCCCC1)=O (4,5-dichloro-2-(tetrahydropyran-2-yl)-2H-pyridazin-3-one), COC(C(CC1CCCC1)Br)=O (2-bromo-3-cyclopentyl-propionic acid methyl ester). Product: C1(CCCC1)CC(C(=O)O)N1N=CC(=CC1=O)OC1CCCC1 (3-cyclopentyl-2-(4-cyclopentyloxy-6-oxo-6H-pyridazin-1-yl)-propionic acid). Reaction SMILES: [CH:1]1([OH:6])[CH2:5][CH2:4][CH2:3][CH2:2]1.Cl[C:8]1[C:9](=[O:21])[N:10](C2CCCCO2)[N:11]=[CH:12][C:13]=1Cl.C[O:23][C:24](=[O:33])[CH:25](Br)[CH2:26][CH:27]1[CH2:31][CH2:30][CH2:29][CH2:28]1>>[CH:27]1([CH2:26][CH:25]([N:10]2[C:9](=[O:21])[CH:8]=[C:13]([O:6][CH:1]3[CH2:5][CH2:4][CH2:3][CH2:2]3)[CH:12]=[N:11]2)[C:24]([OH:23])=[O:33])[CH2:31][CH2:30][CH2:29][CH2:28]1. Procedure details: In an analogous manner to the stepwise sequence outlined in Intermediate 59, starting from cyclopentanol and 4,5-dichloro-2-(tetrahydro-pyran-2-yl)-2H-pyridazin-3-one (Intermediate 20) and 2-bromo-3-cyclopentyl-propionic acid methyl ester (Intermediate 10) afforded 3-cyclopentyl-2-(4-cyclopentyloxy-6-oxo-6H-pyridazin-1-yl)-propionic acid as a white solid (244.7 mg, 88%, total or for last step); ES+-HRMS m/e calcd for C17H24N2O4 [M+H+] 321.1809, found 321.1808. 1H NMR (400 MHz, DMSO-d6) δ ppm 0.9...